This data is from the Open Reaction Database (ORD), a public repository of structured organic reaction records. The task is: describe an organic reaction: reactants, conditions, products, and yield Starting materials: aqueous solution, CN (methylamine), BrC1=C(OC2=C1C=C(C=C2)CBr)C2=C(C=CC=C2)C#N (3-Bromo-5-(bromomethyl)-2-(2-cyanophenyl)benzofuran). Solvent: C1CCOC1 (THF). Yields the product BrC1=C(OC2=C1C=C(C=C2)CNC)C2=C(C=CC=C2)C#N (N-((3-Bromo-2-(2-cyanophenyl)benzofuran-5-yl)methyl)-N-methyl amine). As a reaction SMILES: [Br:1][C:2]1[C:6]2[CH:7]=[C:8]([CH2:11]Br)[CH:9]=[CH:10][C:5]=2[O:4][C:3]=1[C:13]1[CH:18]=[CH:17][CH:16]=[CH:15][C:14]=1[C:19]#[N:20].[CH3:21][NH2:22]>C1COCC1>[Br:1][C:2]1[C:6]2[CH:7]=[C:8]([CH2:11][NH:22][CH3:21])[CH:9]=[CH:10][C:5]=2[O:4][C:3]=1[C:13]1[CH:18]=[CH:17][CH:16]=[CH:15][C:14]=1[C:19]#[N:20]. Procedure: 3.1 g (7.9 mmol) 3-Bromo-5-(bromomethyl)-2-(2-cyanophenyl)benzofuran (prepared according to EP 434 249) were dissolved in 50 ml THF, and 25 ml of a 40% aqueous solution of methylamine was added via a dropping funnel. The mixture was stirred at room temperature over night and warmed for 2 h at 40° C. The solvent was removed in vacuo, the residue stirred with water, filtrated by suction, and washed with water. The title compound was purified by column chromatography (silica gel, dichloromethane / ... Starting materials: Cl, O=C(O)c1ccc2c(c1)OCCO2, NC1CCC(CCN2CCC(c3cccc4c3OCO4)CC2)CC1. Yields the product O=C(NC1CCC(CCN2CCC(c3cccc4c3OCO4)CC2)CC1)c1ccc2c(c1)OCCO2. RXN SMILES: [ClH:1].[O:26]1[CH2:27][CH2:28][O:29][c:30]2[c:31]1[cH:32][cH:33][c:34]([C:36](=[O:37])[OH:38])[cH:35]2.[O:2]1[CH2:3][O:4][c:5]2[c:6]1[cH:7][cH:8][cH:9][c:10]2[CH:11]1[CH2:12][CH2:13][N:14]([CH2:17][CH2:18][CH:19]2[CH2:20][CH2:21][CH:22]([NH2:25])[CH2:23][CH2:24]2)[CH2:15][CH2:16]1>>[O:2]1[CH2:3][O:4][c:5]2[c:6]1[cH:7][cH:8][cH:9][c:10]2[CH:11]1[CH2:12][CH2:13][N:14]([CH2:17][CH2:18][CH:19]2[CH2:20][CH2:21][CH:22]([NH:25][C:36]([c:34]3[cH:33][cH:32][c:31]4[c:30]([cH:35]3)[O:29][CH2:28][CH2:27][O:26]4)=[O:37])[CH2:23][CH2:24]2)[CH2:15][CH2:16]1. Starting materials: CC=1C(=C(C=CC1)C1=NOCCN1)[N+](=O)[O-] (3-(3-methyl-2-nitrophenyl)-5,6-dihydro-4H-[1,2,4]oxadiazine). The reagents and catalysts are [Pd] (Pd/C). The solvent is C(C)O (ethanol). Conditions: temperature 21 celsius, time 72 hour. Product: O1N=C(NCC1)C1=C(C(=CC=C1)C)N (2-(5,6-dihydro-4H-[1,2,4]oxadiazin-3-yl)-6-methylphenylamine). RXN SMILES: [CH3:1][C:2]1[C:3]([N+:14]([O-])=O)=[C:4]([C:8]2[NH:13][CH2:12][CH2:11][O:10][N:9]=2)[CH:5]=[CH:6][CH:7]=1>C(O)C.[Pd]>[O:10]1[CH2:11][CH2:12][NH:13][C:8]([C:4]2[CH:5]=[CH:6][CH:7]=[C:2]([CH3:1])[C:3]=2[NH2:14])=[N:9]1. Procedure: 3 g (13.6 mmol) of 3-(3-methyl-2-nitrophenyl)-5,6-dihydro-4H-[1,2,4]oxadiazine are dissolved in 40 ml of ethanol, and 0.3 g of Pd/C (5%) is added. The mixture is then stirred at 21° C. under a hydrogen pressure of 3 bar for 72 h. The reaction mixture is then filtered and the ethanol is distilled off under reduced pressure. Reactants: C(#C)C1=CC2=C(OCC(CO2)(C)C)C=C1 (7-Ethynyl-3,3-dimethyl-3,4-dihydro-2H-benzo[b][1,4]dioxepine), BrC1=C(C=CC=C1)SC (bromothioanisole). Yields the product CC1(COC2=C(OC1)C=CC(=C2)C#CC2=CC=C(C=C2)SC)C (3,3-Dimethyl-7-(4-methylsulfanyl-phenylethynyl)-3,4-dihydro-2H-benzo[b][1,4]dioxepine). RXN SMILES: [C:1]([C:3]1[CH:15]=[CH:14][C:6]2[O:7][CH2:8][C:9]([CH3:13])([CH3:12])[CH2:10][O:11][C:5]=2[CH:4]=1)#[CH:2].Br[C:17]1[CH:22]=[CH:21][CH:20]=[CH:19][C:18]=1[S:23][CH3:24]>>[CH3:13][C:9]1([CH3:12])[CH2:8][O:7][C:6]2[CH:14]=[CH:15][C:3]([C:1]#[C:2][C:21]3[CH:20]=[CH:19][C:18]([S:23][CH3:24])=[CH:17][CH:22]=3)=[CH:4][C:5]=2[O:11][CH2:10]1. Reported procedure: The title compound is prepared in analogy to example 1 from 7-ethynyl-3,3-dimethyl-3,4-dihydro-2H-benzo[b][1,4]dioxepine (6) (example 1d) and bromothioanisole. MS (ESI) 324.2 (M•)+. As a reaction SMILES: [NH2:1][C:2]1[C:10]2[C:5](=[CH:6][C:7]([Cl:11])=[CH:8][CH:9]=2)[NH:4][C:3]=1[C:12]([C:14]1[CH:18]=[CH:17][O:16][CH:15]=1)=[O:13].[C:19](Cl)(=[O:24])[CH2:20][CH:21]([CH3:23])[CH3:22]>>[Cl:11][C:7]1[CH:6]=[C:5]2[C:10]([C:2]([NH:1][C:19](=[O:24])[CH2:20][CH:21]([CH3:23])[CH3:22])=[C:3]([C:12]([C:14]3[CH:18]=[CH:17][O:16][CH:15]=3)=[O:13])[NH:4]2)=[CH:9][CH:8]=1. Procedure: The title compound was prepared according to the procedure described in Ex. 19 from 3-amino-6-chloro-2-(3-furoyl)indole (Example 79) and isovaleryl chloride. m.p.: 202-203° C. (recrystallized from ethyl acetate) 1H-NMR (CDCl3) δ: 10.10 (1 H, br s), 8.28 (1 H, d, J=8.8 Hz), 8.23 (1 H, br s), 8.11 (1 H, dd, J=0.7, 1.5 Hz), 7.59 (1 H, dd, J=1.5, 1.8 Hz), 7.31 (1 H, d, J=1.8 Hz), 7.10 (1 H, dd, J=1.8, 8.8 Hz), 6.89 (1 H, dd, J=0.7, 1.8 Hz), 2.39-2.22 (3 H, m), 1.06 (6 H, d, J=6.6 Hz). The product is ClC1=CC=C2C(=C(NC2=C1)C(=O)C1=COC=C1)NC(CC(C)C)=O (6-Chloro-2-(3-furoyl)-3-(isovalerylamino)indole). The reactants are NC1=C(NC2=CC(=CC=C12)Cl)C(=O)C1=COC=C1 (3-amino-6-chloro-2-(3-furoyl)indole), C(CC(C)C)(=O)Cl (isovaleryl chloride). Reactants: CC#N, [H][H], O=C(O)c1ccccc1Nc1ccc(CCCc2ccc([N+](=O)[O-])cc2)cc1, CN(C)C=O, O. The product is Nc1ccc(CCCc2ccc(Nc3ccccc3C(=O)O)cc2)cc1. Reaction SMILES: [CH3:37][C:38]#[N:39].[H:29][H:30].[N+:1]([O-:2])(=[O:3])[c:4]1[cH:5][cH:6][c:7]([CH2:10][CH2:11][CH2:12][c:13]2[cH:14][cH:15][c:16]([NH:19][c:20]3[c:21]([C:22](=[O:23])[OH:24])[cH:25][cH:26][cH:27][cH:28]3)[cH:17][cH:18]2)[cH:8][cH:9]1.[O:32]=[CH:33][N:34]([CH3:35])[CH3:36].[OH2:31]>>[NH2:1][c:4]1[cH:5][cH:6][c:7]([CH2:10][CH2:11][CH2:12][c:13]2[cH:14][cH:15][c:16]([NH:19][c:20]3[c:21]([C:22](=[O:23])[OH:24])[cH:25][cH:26][cH:27][cH:28]3)[cH:17][cH:18]2)[cH:8][cH:9]1. The product is C(N)(O)=O.OCC1C2(N(C=3C(C(=C(C(C13)=O)OCCO)C)=O)CC1C2N1)OC (1,1a,2,8,8a,8b-Hexahydro-8-(hydroxymethyl)-8a-methoxy-5-methyl-6-(2-hydroxyethoxy)-azirino[2',3':3,4]pyrrolo[1,2-a]indole-4,7-dione carbamate). Reported procedure: A solution of mitomycin A (200 mg) in 10 ml of ethylene glycol was stirred at room temperature and under nitrogen for 45 minutes with 480 mg of a 1.6% solution of KOH in ethylene glycol. The reaction mixture was decomposed with excess dry ice while immersing the flask into a water bath at room temperature. The reaction mixture was chromatographed on a column packed with neutral alumina using CHCl3 -MeOH 8:2 as the solvent. This process separates the reaction products which are pink in color from... As a reaction SMILES: [CH3:1][C:2]1[C:8](=[O:9])[C:7]2[N:10]3[C@@:14]([O:21][CH3:22])([C@H:15]([CH2:16][O:17][C:18]([NH2:20])=[O:19])[C:6]=2[C:4](=[O:5])[C:3]=1[O:24][CH3:25])[C@H:13]1[NH:23][C@H:12]1[CH2:11]3.[OH-].[K+].[C:28](=O)=[O:29]>C(O)CO>[C:18](=[O:17])([OH:19])[NH2:20].[OH:17][CH2:16][CH:15]1[C:6]2[C:4](=[O:5])[C:3]([O:24][CH2:25][CH2:28][OH:29])=[C:2]([CH3:1])[C:8](=[O:9])[C:7]=2[N:10]2[CH2:11][CH:12]3[NH:23][CH:13]3[C:14]12[O:21][CH3:22] |f:1.2,5.6|. Run in C(CO)O (ethylene glycol), C(CO)O (ethylene glycol). The reactants are C(=O)=O (dry ice), CC1=C(C(=O)C2=C(C1=O)N3C[C@H]4[C@@H]([C@@]3([C@@H]2COC(=O)N)OC)N4)OC (mitomycin A), solution, [OH-].[K+] (KOH).